Dataset: the Open Reaction Database (ORD), a public repository of structured organic reaction records. Task: describe an organic reaction: reactants, conditions, products, and yield Starting materials: C([O-])(O)=O.[Na+] (sodium bicarbonate), CC=1C=C(C=CC1)NC(NC(C(=O)O)CCSC)=O ((RS)-2-[3-(3-methylphenyl)ureido]-4-(methylthio)butanoic acid), N(C1=CC=CC=C1)CC(=O)OC(C)(C)C (tert-butyl anilinoacetate), ClCCCl (1,2-dichloroethane), S(=O)(Cl)Cl (Thionyl chloride). Product: CC=1C=C(C=CC1)NC(NC(C(=S)N(CC(=O)OC(C)(C)C)C1=CC=CC=C1)CCC)=O (tert-butyl (RS)-N-{2-[3-(3-methylphenyl)ureido]-4-methylthiobutyryl}-N-phenylglycinate). RXN SMILES: [CH3:1][C:2]1[CH:3]=[C:4]([NH:8][C:9](=[O:19])[NH:10][CH:11]([CH2:15]CSC)[C:12](O)=O)[CH:5]=[CH:6][CH:7]=1.[NH:20]([CH2:27][C:28]([O:30][C:31]([CH3:34])([CH3:33])[CH3:32])=[O:29])[C:21]1[CH:26]=[CH:25][CH:24]=[CH:23][CH:22]=1.[S:35](Cl)(Cl)=O.C(=O)(O)[O-].[Na+].Cl[CH2:45][CH2:46]Cl>>[CH3:1][C:2]1[CH:3]=[C:4]([NH:8][C:9](=[O:19])[NH:10][CH:11]([CH2:12][CH2:45][CH3:46])[C:15]([N:20]([C:21]2[CH:26]=[CH:25][CH:24]=[CH:23][CH:22]=2)[CH2:27][C:28]([O:30][C:31]([CH3:34])([CH3:33])[CH3:32])=[O:29])=[S:35])[CH:5]=[CH:6][CH:7]=1 |f:3.4|. Procedure details: A suspension of (RS)-2-[3-(3-methylphenyl)ureido]-4-(methylthio)butanoic acid (4.5 g) and tert-butyl anilinoacetate (3.3 g) in anhydrous 1,2-dichloroethane (300 cc) is heated to reflux until a solution is obtained. Thionyl chloride (1.16 cc) is then added, refluxing being maintained until the gaseous evolution has ceased. The reaction mixture is then poured into a saturated aqueous sodium bicarbonate solution (100 cc) and the organic phase is washed with water (100 cc), dried over magnesium sulp... Starting materials: [Cl-].[NH4+] (ammonium chloride), C(C)C1NCC2=CC(=C(C=C2C1)OCC1=CC=CC=C1)OC (3-Ethyl-6-benzyloxy-7-methoxytetrahydroisoquinoline), CCN(C(C)C)C(C)C (DIPEA), COC=1C=C(CBr)C=CC1 (3-methoxybenzyl bromide). Run in O (water), CN(C)C=O (DMF). Product: C(C)C1N(CC2=CC(=C(CC2C1)OCC1=CC=CC=C1)OC)CC1=CC(=CC=C1)OC (3-Ethyl-6-benzyloxy-7-methoxy-2-(3-methoxybenzyl)-tetrahydroisoquinoline), oil. Yield: 77.0%. Reaction SMILES: [CH2:1]([CH:3]1[CH2:12][C:11]2[C:6](=[CH:7][C:8]([O:21][CH3:22])=[C:9]([O:13][CH2:14][C:15]3[CH:20]=[CH:19][CH:18]=[CH:17][CH:16]=3)[CH:10]=2)[CH2:5][NH:4]1)[CH3:2].CCN(C(C)C)C(C)C.[CH3:32][O:33][C:34]1[CH:35]=[C:36]([CH:39]=[CH:40][CH:41]=1)[CH2:37]Br.[Cl-].[NH4+]>CN(C=O)C.O>[CH2:1]([CH:3]1[CH2:12][CH:11]2[C:6](=[CH:7][C:8]([O:21][CH3:22])=[C:9]([O:13][CH2:14][C:15]3[CH:20]=[CH:19][CH:18]=[CH:17][CH:16]=3)[CH2:10]2)[CH2:5][N:4]1[CH2:37][C:36]1[CH:39]=[CH:40][CH:41]=[C:34]([O:33][CH3:32])[CH:35]=1)[CH3:2] |f:3.4|. Reported procedure: A solution of 261 (297 mg, 1.0 mmol) in anhydrous DMF (3.0 mL), DIPEA (263 mg, 2.0 mmol) and 3-methoxybenzyl bromide (222 mg, 1.1 mmol) was heated to 80° C. for 12 h, cooled to room temperature and poured into water (50 mL) and ammonium chloride (saturated, 2 mL). The mixture was extracted with ethyl acetate (2×30 mL). The combined organic layers were dried (MgSO4), filtered and concentrated in vacuo. The residue was purified by flash column chromatography using Flashmaster (SiO2: 20 g, hexane 1... Reactants: COC1=CC=C(C=C1)C=1N=NC(=CC1C1=CC=C(C=C1)OC)Cl (3,4-bis(4-methoxyphenyl)-6-chloropyridazine), FC=1C=C(C=C(C1)F)O (3,5-difluorophenol). The product is COC1=CC=C(C=C1)C=1N=NC(=CC1C1=CC=C(C=C1)OC)OC1=CC(=CC(=C1)F)F (3,4-bis(4-methoxyphenyl)-6-(3,5-difluorophenoxy)pyridazine), needles. Isolated yield 98.0%. Reaction SMILES: [CH3:1][O:2][C:3]1[CH:8]=[CH:7][C:6]([C:9]2[N:10]=[N:11][C:12](Cl)=[CH:13][C:14]=2[C:15]2[CH:20]=[CH:19][C:18]([O:21][CH3:22])=[CH:17][CH:16]=2)=[CH:5][CH:4]=1.[F:24][C:25]1[CH:26]=[C:27]([OH:32])[CH:28]=[C:29]([F:31])[CH:30]=1>>[CH3:1][O:2][C:3]1[CH:8]=[CH:7][C:6]([C:9]2[N:10]=[N:11][C:12]([O:32][C:27]3[CH:26]=[C:25]([F:24])[CH:30]=[C:29]([F:31])[CH:28]=3)=[CH:13][C:14]=2[C:15]2[CH:20]=[CH:19][C:18]([O:21][CH3:22])=[CH:17][CH:16]=2)=[CH:5][CH:4]=1. Procedure: In a similar manner as in Example 2, 3,4-bis(4-methoxyphenyl)-6-chloropyridazine (250 mg, 0.766 mmol) and 3,5-difluorophenol were reacted as starting materials at 150° C. for 6 hours and post-treatment was then conducted, whereby the title compound was obtained as colorless needles (315.0 mg, 98.0%). Melting point: 135.1-137.5° C. (ethyl acetate-diethyl ether-hexane). The reactants are COC=1C=C(C=C(C1OC)OC)N=C=O (3,4,5-Trimethoxyphenyl isocyanate), ClC=1C=C(CC2CCN(CC2)C[C@@H](C(C)C)N)C=CC1Cl (1-(R)-[4-(3,4-dichlorobenzyl)piperidin-1-ylmethyl]-2-methylpropylamine). Solvent: C(Cl)Cl (methylene chloride). Reaction conditions: time 45 minute. Yields the product ClC=1C=C(CC2CCN(CC2)C[C@@H](C(C)C)NC(=O)NC2=CC(=C(C(=C2)OC)OC)OC)C=CC1Cl (1-{1-(R)-[4-(3,4-dichlorobenzyl)piperidin-1-ylmethyl]-2-methylpropyl}-3-(3,4,5-trimethoxyphenyl)urea). The yield is 90.5%. Reaction SMILES: [CH3:1][O:2][C:3]1[CH:4]=[C:5]([N:13]=[C:14]=[O:15])[CH:6]=[C:7]([O:11][CH3:12])[C:8]=1[O:9][CH3:10].[Cl:16][C:17]1[CH:18]=[C:19]([CH:33]=[CH:34][C:35]=1[Cl:36])[CH2:20][CH:21]1[CH2:26][CH2:25][N:24]([CH2:27][C@H:28]([NH2:32])[CH:29]([CH3:31])[CH3:30])[CH2:23][CH2:22]1>C(Cl)Cl>[Cl:16][C:17]1[CH:18]=[C:19]([CH:33]=[CH:34][C:35]=1[Cl:36])[CH2:20][CH:21]1[CH2:22][CH2:23][N:24]([CH2:27][C@H:28]([NH:32][C:14]([NH:13][C:5]2[CH:4]=[C:3]([O:2][CH3:1])[C:8]([O:9][CH3:10])=[C:7]([O:11][CH3:12])[CH:6]=2)=[O:15])[CH:29]([CH3:31])[CH3:30])[CH2:25][CH2:26]1. Procedure details: 3,4,5-Trimethoxyphenyl isocyanate (1.9 g, 9.11 mmol) was added to a solution of 1-(R)-[4-(3,4-dichlorobenzyl)piperidin-1-ylmethyl]-2-methylpropylamine (2.5 g, 7.59 mmol) in methylene chloride (25 ml) under argon atmosphere. The solution was stirred for 45 min., at room temperature, followed by 30 min., at 38° C. The reaction mixture was concentrated in vacuo. The crude product was chromatographed on a silica gel column, eluting with 1.5-2.5% MeOH/CH2Cl2 containing 1% NH4OH to give 1-{1-(R)-[4-(3... The reactants are CC(CCC(C(=O)O)=O)C (5-methyl-2-oxohexanoic acid), C1(CCCCC1)N=C=NC1CCCCC1 (dicyclohexylcarbodiimide), C(C1=CC=CC=C1)O (benzyl alcohol). The solvent is C(Cl)Cl (methylene chloride), C(Cl)Cl (methylene chloride). Conditions: temperature -15 celsius, time 1 hour. Product: CC(CCC(C(=O)OCC1=CC=CC=C1)=O)C (Benzyl 5-methyl-2-oxohexanoate). RXN SMILES: [CH3:1][CH:2]([CH3:10])[CH2:3][CH2:4][C:5](=[O:9])[C:6]([OH:8])=[O:7].C1(N=C=NC2CCCCC2)CCCCC1.[CH2:26](O)[C:27]1[CH:32]=[CH:31][CH:30]=[CH:29][CH:28]=1>C(Cl)Cl>[CH3:1][CH:2]([CH3:10])[CH2:3][CH2:4][C:5](=[O:9])[C:6]([O:8][CH2:26][C:27]1[CH:32]=[CH:31][CH:30]=[CH:29][CH:28]=1)=[O:7]. Procedure: A solution of 5-methyl-2-oxohexanoic acid (0.288 g.) in methylene chloride (1 ml.) was added during 15 minutes to a stirred solution of dicyclohexylcarbodiimide (0.412 g.) and benzyl alcohol (0.432 g.) in methylene chloride (10 ml.) which was cooled to -15° C., and the mixture was stirred at that temperature for 1 hour, then at laboratory temperature for 30 minutes, and was then evaporated to dryness. Water (1 ml.), diethyl ether (2 ml.) and acetic acid (0.01 ml.) were added and the mixture was ...